Dataset: the Open Reaction Database (ORD), a public repository of structured organic reaction records. Task: describe an organic reaction: reactants, conditions, products, and yield The reactants are NC[C@H]1N(CCC[C@H]1C)C(=O)C1=C(C=CC(=C1)C)N1N=CC=N1 (((2S,3R)-2-(aminomethyl)-3-methylpiperidin-1-yl)(5-methyl-2-(2H-1,2,3-triazol-2-yl)phenyl)methanone), ClC=1N=NC(=CC1)C(F)(F)F (3-chloro-6-(trifluoromethyl)pyridazine). Product: C[C@H]1[C@H](N(CCC1)C(=O)C1=C(C=CC(=C1)C)N1N=CC=N1)CNC=1N=NC(=CC1)C(F)(F)F (((2S,3R)-3-Methyl-2-(((6-(trifluoromethyl)pyridazin-3-yl)amino)methyl)piperidin-1-yl)(5-methyl-2-(2H-1,2,3-triazol-2-yl)phenyl)methanone). RXN SMILES: [NH2:1][CH2:2][C@@H:3]1[C@H:8]([CH3:9])[CH2:7][CH2:6][CH2:5][N:4]1[C:10]([C:12]1[CH:17]=[C:16]([CH3:18])[CH:15]=[CH:14][C:13]=1[N:19]1[N:23]=[CH:22][CH:21]=[N:20]1)=[O:11].Cl[C:25]1[N:26]=[N:27][C:28]([C:31]([F:34])([F:33])[F:32])=[CH:29][CH:30]=1>>[CH3:9][C@@H:8]1[CH2:7][CH2:6][CH2:5][N:4]([C:10]([C:12]2[CH:17]=[C:16]([CH3:18])[CH:15]=[CH:14][C:13]=2[N:19]2[N:23]=[CH:22][CH:21]=[N:20]2)=[O:11])[C@@H:3]1[CH2:2][NH:1][C:25]1[N:26]=[N:27][C:28]([C:31]([F:34])([F:33])[F:32])=[CH:29][CH:30]=1. Reported procedure: The title compound was prepared following the same general protocol as described for Example A1, using ((2S,3R)-2-(aminomethyl)-3-methylpiperidin-1-yl)(5-methyl-2-(2H-1,2,3-triazol-2-yl)phenyl)methanone and 3-chloro-6-(trifluoromethyl)pyridazine. ESI-MS (m/z): 460 [M+1]+. The reactants are Nc1ncc(Br)nc1Br, COCCOC, OB(O)c1ccc(Cl)cc1, [Na+], [Na+], O=C([O-])[O-], O, [Pd], c1ccc(P(c2ccccc2)c2ccccc2)cc1, c1ccc(P(c2ccccc2)c2ccccc2)cc1, c1ccc(P(c2ccccc2)c2ccccc2)cc1, c1ccc(P(c2ccccc2)c2ccccc2)cc1. Product: Nc1ncc(Br)nc1-c1ccc(Cl)cc1. Reaction SMILES: [Br:1][c:2]1[c:3]([NH2:9])[n:4][cH:5][c:6]([Br:8])[n:7]1.[CH3:26][O:27][CH2:28][CH2:29][O:30][CH3:31].[Cl:16][c:17]1[cH:18][cH:19][c:20]([B:23]([OH:24])[OH:25])[cH:21][cH:22]1.[Na+:10].[Na+:11].[O-:12][C:13](=[O:14])[O-:15].[OH2:32].[Pd:33].[c:34]1([P:35]([c:36]2[cH:37][cH:38][cH:39][cH:40][cH:41]2)[c:42]2[cH:43][cH:44][cH:45][cH:46][cH:47]2)[cH:48][cH:49][cH:50][cH:51][cH:52]1.[c:53]1([P:54]([c:55]2[cH:56][cH:57][cH:58][cH:59][cH:60]2)[c:61]2[cH:62][cH:63][cH:64][cH:65][cH:66]2)[cH:67][cH:68][cH:69][cH:70][cH:71]1.[c:72]1([P:73]([c:74]2[cH:75][cH:76][cH:77][cH:78][cH:79]2)[c:80]2[cH:81][cH:82][cH:83][cH:84][cH:85]2)[cH:86][cH:87][cH:88][cH:89][cH:90]1.[c:91]1([P:92]([c:93]2[cH:94][cH:95][cH:96][cH:97][cH:98]2)[c:99]2[cH:100][cH:101][cH:102][cH:103][cH:104]2)[cH:105][cH:106][cH:107][cH:108][cH:109]1>>[c:2]1(-[c:20]2[cH:19][cH:18][c:17]([Cl:16])[cH:22][cH:21]2)[c:3]([NH2:9])[n:4][cH:5][c:6]([Br:8])[n:7]1. The reactants are C1(=CC=CC=C1)C1=NC(=NC2=CC=CC=C12)NC1=CC=C(C(=O)Cl)C=C1 (4-(4-phenylquinazolin-2-ylamino)benzoyl chloride), CCN(C(C)C)C(C)C (Hunig's base), CC1=C(N)C=C(C=C1)[N+](=O)[O-] (2-methyl-5-nitroaniline). Solvent: O1CCCC1 (tetrahydrofuran), ClCCl (dichloromethane). Conditions: time 8 hour. The product is CC1=C(C=C(C=C1)[N+](=O)[O-])NC(C1=CC=C(C=C1)NC1=NC2=CC=CC=C2C(=N1)C1=CC=CC=C1)=O (N-(2-methyl-5-nitrophenyl)-4-[(4-phenylquinazolin-2-yl)amino]benzamide). The yield is 25.2%. Reaction SMILES: [C:1]1([C:7]2[C:16]3[C:11](=[CH:12][CH:13]=[CH:14][CH:15]=3)[N:10]=[C:9]([NH:17][C:18]3[CH:26]=[CH:25][C:21]([C:22](Cl)=[O:23])=[CH:20][CH:19]=3)[N:8]=2)[CH:6]=[CH:5][CH:4]=[CH:3][CH:2]=1.CCN(C(C)C)C(C)C.[CH3:36][C:37]1[CH:43]=[CH:42][C:41]([N+:44]([O-:46])=[O:45])=[CH:40][C:38]=1[NH2:39]>O1CCCC1.ClCCl>[CH3:36][C:37]1[CH:43]=[CH:42][C:41]([N+:44]([O-:46])=[O:45])=[CH:40][C:38]=1[NH:39][C:22](=[O:23])[C:21]1[CH:25]=[CH:26][C:18]([NH:17][C:9]2[N:8]=[C:7]([C:1]3[CH:6]=[CH:5][CH:4]=[CH:3][CH:2]=3)[C:16]3[C:11](=[CH:12][CH:13]=[CH:14][CH:15]=3)[N:10]=2)=[CH:19][CH:20]=1. Reported procedure: To a solution of 4-(4-phenylquinazolin-2-ylamino)benzoyl chloride (1.56 g, 4.35 mmol) and Hunig's base (1.3 mL, 7.5 mmol) in tetrahydrofuran (50 mL) and dichloromethane (10 mL) was added 2-methyl-5-nitroaniline (726 mg, 4.78 mmol), and the reaction was allowed to stir at rt overnight. The mixture was concentrated on a rotary evaporator and purified by flash column chromatography to give N-(2-methyl-5-nitrophenyl)-4-[(4-phenylquinazolin-2-yl)amino]benzamide (522 mg, 58%) as a yellow solid. 1H NMR... Reactants: BrCC1=C(C=C2C=C(C=3OC(C(C3C2=C1)(C)C)=O)S(=O)(=O)C)S(=O)(=O)C (8-bromomethyl-4,7-dimesyl-1,1-dimethyl-2(1H)-naphtho[2,1-b]furanone), N1N=CN=C1 (1,2,4-triazole), C([O-])([O-])=O.[K+].[K+] (potassium carbonate), C(C)(=O)O (acetic acid). The solvent is C(C)#N (acetonitrile), O (water). The product is S(=O)(=O)(C)C1=CC2=CC(=C(C=C2C2=C1OC(C2(C)C)=O)CN2N=CN=C2)S(=O)(=O)C (4,7-dimesyl-1,1-dimethyl-8-(1H-1,2,4-triazol-1-ylmethyl)-2(1H)-naphtho[2,1-b]furanone). RXN SMILES: Br[CH2:2][C:3]1[CH:15]=[C:14]2[C:6]([CH:7]=[C:8]([S:19]([CH3:22])(=[O:21])=[O:20])[C:9]3[O:10][C:11](=[O:18])[C:12]([CH3:17])([CH3:16])[C:13]=32)=[CH:5][C:4]=1[S:23]([CH3:26])(=[O:25])=[O:24].[NH:27]1[CH:31]=[N:30][CH:29]=[N:28]1.C(=O)([O-])[O-].[K+].[K+].C(O)(=O)C>C(#N)C.O>[S:19]([C:8]1[C:9]2[O:10][C:11](=[O:18])[C:12]([CH3:16])([CH3:17])[C:13]=2[C:14]2[C:6](=[CH:5][C:4]([S:23]([CH3:26])(=[O:24])=[O:25])=[C:3]([CH2:2][N:27]3[CH:31]=[N:30][CH:29]=[N:28]3)[CH:15]=2)[CH:7]=1)([CH3:22])(=[O:20])=[O:21] |f:2.3.4|. Procedure: A solution of 8-bromomethyl-4,7-dimesyl-1,1-dimethyl-2(1H)-naphtho[2,1-b]furanone in acetonitrile (5 ml) was treated with 1,2,4-triazole (0.2 g) and potassium carbonate (0.14 g), and the mixture was stirred under reflux for 18 h. The mixture was diluted with water, neutralised with glacial acetic acid and extracted with ethyl acetate, and the ethyl acetate extract was dried and evaporated to dryness under reduced pressure. The residue was purified by flash chromatography, using methanol:ethyl ac... Starting materials: CCOCC (ether), N1(C=CC=2C1=NC=CC2)CC#N (pyrrolo[2,3-b]pyridin-1-yl-acetonitrile), BrCCCCBr (1,4-dibromo-butane), [H-].[Na+] (sodium hydride). The product is N1(C=CC=2C1=NC=CC2)C2(CCCC2)C#N (1-pyrrolo[2,3-b]pyridin-1-yl-cyclopentanecarbonitrile). Yield: 86.9%. As a reaction SMILES: [H-].[Na+].[N:3]1([CH2:12][C:13]#[N:14])[C:7]2=[N:8][CH:9]=[CH:10][CH:11]=[C:6]2[CH:5]=[CH:4]1.Br[CH2:16][CH2:17][CH2:18][CH2:19]Br.CCOCC>CS(C)=O.CCCCCC.C(OCC)(=O)C>[N:3]1([C:12]2([C:13]#[N:14])[CH2:19][CH2:18][CH2:17][CH2:16]2)[C:7]2=[N:8][CH:9]=[CH:10][CH:11]=[C:6]2[CH:5]=[CH:4]1 |f:0.1|. Procedure: To a suspension of sodium hydride (60%) (8.6 g, 215.79 mmol) in dimethyl sulfoxide (90 mL) was added dropwise a mixture of pyrrolo[2,3-b]pyridin-1-yl-acetonitrile (392) (15.4 g, 98.09 mmol) and 1,4-dibromo-butane (31.7 g, 147.13 mmol) dissolved in dimethyl sulfoxide: ether (180 mL, 1:1) at 0° C. and the reaction mixture was stirred for 30 min at same temperature, then stirred at room temperature for 24 h. (TLC, 40% ethyl acetate in hexane, Rf=0.6). After completion of the reaction, the reaction ... Run in CS(=O)C (dimethyl sulfoxide), CCCCCC (hexane), C(C)(=O)OCC (ethyl acetate), CS(=O)C (dimethyl sulfoxide). Procedure: To a solution of 5-(3-bromo-3-hydroxy-butyl)-pyrrolidin-2-one (6.76 g, 21.6 mmol) in DMF (86 mL) was added tert-butyldimethylsilyl chloride (3.59 g, 23.8 mmol) followed by imidazole (2.95 g, 43.3 mmol) and DMAP (264 mg, 2.16 mmol). The reaction was stirred for 24 h and was quenched with saturated aqueous ammonium chloride. The aqueous solution was washed with EtOAc (3×) and the combined organic extracts were dried (MgSO4), filtered, and concentrated. Purification by medium pressure chromatograph... The reactants are BrC(CCC1CCC(N1)=O)(C)O (5-(3-bromo-3-hydroxy-butyl)-pyrrolidin-2-one), [Si](C)(C)(C(C)(C)C)Cl (tert-butyldimethylsilyl chloride), N1C=NC=C1 (imidazole). Yields the product BrC(CCC1CCC(N1)=O)(C)O[Si](C)(C)C(C)(C)C (5-[3-bromo-3-(tert-butyl-dimethyl-silanyloxy)-butyl]-pyrrolidin-2-one). RXN SMILES: [Br:1][C:2]([OH:12])([CH3:11])[CH2:3][CH2:4][CH:5]1[NH:9][C:8](=[O:10])[CH2:7][CH2:6]1.[Si:13](Cl)([C:16]([CH3:19])([CH3:18])[CH3:17])([CH3:15])[CH3:14].N1C=CN=C1>CN(C=O)C.CN(C1C=CN=CC=1)C>[Br:1][C:2]([O:12][Si:13]([C:16]([CH3:19])([CH3:18])[CH3:17])([CH3:15])[CH3:14])([CH3:11])[CH2:3][CH2:4][CH:5]1[NH:9][C:8](=[O:10])[CH2:7][CH2:6]1. Reagents/catalysts: CN(C)C=1C=CN=CC1 (DMAP). Run at time 24 hour. The solvent is CN(C)C=O (DMF). The yield is 98.4%. The reactants are C(C)(C)(C)OC(=O)OC1=C(C(=O)O)C=CC=C1 (2-(tert-butoxycarbonyloxy)benzoic acid), C1(=CC=CC=C1)C(=O)OO (benzenecarboperoxoic acid), C1(CCCCC1)N=C=NC1CCCCC1 (N,N′-dicyclohexylcarbodiimide). The solvent is C(C)OCC.ClCCl (diethyl ether dichloromethane), C(C)OCC (diethyl ether). Conditions: temperature 0 celsius, time 3 hour. Yields the product C(C)(C)(C)OC(=O)OC1=C(C(=O)OOC(C2=CC=CC=C2)=O)C=CC=C1 ((2-(tert-butoxycarbonyloxy)benzoyl)benzoyl peroxide). Isolated yield 47.2%. As a reaction SMILES: [C:1]([O:5][C:6]([O:8][C:9]1[CH:17]=[CH:16][CH:15]=[CH:14][C:10]=1[C:11]([OH:13])=[O:12])=[O:7])([CH3:4])([CH3:3])[CH3:2].[C:18]1([C:24]([O:26]O)=[O:25])[CH:23]=[CH:22][CH:21]=[CH:20][CH:19]=1.C1(N=C=NC2CCCCC2)CCCCC1>C(OCC)C.ClCCl.C(OCC)C>[C:1]([O:5][C:6]([O:8][C:9]1[CH:17]=[CH:16][CH:15]=[CH:14][C:10]=1[C:11]([O:13][O:26][C:24](=[O:25])[C:18]1[CH:23]=[CH:22][CH:21]=[CH:20][CH:19]=1)=[O:12])=[O:7])([CH3:4])([CH3:2])[CH3:3] |f:3.4|. Procedure: 3 g (13 mmol) of 2-(tert-butoxycarbonyloxy)benzoic acid and 1.8 g (13 mmol) of benzenecarboperoxoic acid (prepared as described in Example 1-3) are dissolved in a diethyl ether/dichloromethane 6/4 mixture. The solution is cooled to 0° C. and then 2.6 g (13 mmol) of N,N′-dicyclohexylcarbodiimide dissolved in 50 ml of diethyl ether are added dropwise. After stirring at 0° C. for 3 hours, the reaction medium is filtered and then concentrated to dryness. The residue is purified by chromatography on ...